From a dataset of the Open Reaction Database (ORD), a public repository of structured organic reaction records. describe an organic reaction: reactants, conditions, products, and yield The reactants are C(C)(C)(C)[Si](OC1=C(C=C(C=C1C)C1C(N(C2=CC=CC=C12)CC1=C(C=CC=C1)Cl)=O)C)(C)C (3-[4-(tert-butyl-dimethyl-silanyloxy)-3,5-dimethyl-phenyl]-1-(2-chloro-benzyl)-1,3-dihydro-indol-2-one), BrCCCO[Si](C)(C)C(C)(C)C ((3-bromopropoxy)-tert-butyldimethylsilane), CCCC[N+](CCCC)(CCCC)CCCC.[F-] (TBAF), solution, C[Si](C)(C)[N-][Si](C)(C)C.[K+] (potassium bis(trimethylsilyl)amide). Run in CN(C)C=O (DMF). Yields the product ClC1=C(CN2C(C(C3=CC=CC=C23)(CCCO)C2=CC(=C(C(=C2)C)O)C)=O)C=CC=C1 (1-(2-Chloro-benzyl)-3-(4-hydroxy-3,5-dimethyl-phenyl)-3-(3-hydroxy-propyl)-1,3-dihydro-indol-2-one). The yield is 50.3%. As a reaction SMILES: C([Si](C)(C)[O:6][C:7]1[C:12]([CH3:13])=[CH:11][C:10]([CH:14]2[C:22]3[C:17](=[CH:18][CH:19]=[CH:20][CH:21]=3)[N:16]([CH2:23][C:24]3[CH:29]=[CH:28][CH:27]=[CH:26][C:25]=3[Cl:30])[C:15]2=[O:31])=[CH:9][C:8]=1[CH3:32])(C)(C)C.C[Si]([N-][Si](C)(C)C)(C)C.[K+].Br[CH2:46][CH2:47][CH2:48][O:49][Si](C(C)(C)C)(C)C.CCCC[N+](CCCC)(CCCC)CCCC.[F-]>CN(C=O)C>[Cl:30][C:25]1[CH:26]=[CH:27][CH:28]=[CH:29][C:24]=1[CH2:23][N:16]1[C:17]2[C:22](=[CH:21][CH:20]=[CH:19][CH:18]=2)[C:14]([C:10]2[CH:11]=[C:12]([CH3:13])[C:7]([OH:6])=[C:8]([CH3:32])[CH:9]=2)([CH2:46][CH2:47][CH2:48][OH:49])[C:15]1=[O:31] |f:1.2,4.5|. Reported procedure: Using a method similar to Example 37, with 3-[4-(tert-butyl-dimethyl-silanyloxy)-3,5-dimethyl-phenyl]-1-(2-chloro-benzyl)-1,3-dihydro-indol-2-one (150 mg, 0.31 mmol), a 0.5M solution of potassium bis(trimethylsilyl)amide (0.622 mL, 0.31 mmol), and (3-bromopropoxy)-tert-butyldimethylsilane (0.072 mL, 0.31 mmol) in DMF (3 mL) followed by treatment with TBAF (0.70 mL, 0.70 mmol) gives a crude brown gum. Purify by flash chromatography (gradient of 25% EtOAc/hexanes to 50% EtOAc/hexanes) to give 68 m... Reactants: CCOCC (Ether), BrCC(CN1C(C2=CC=CC=C2C1=O)=O)=O (2-(3-bromo-2-oxopropyl)-1H-isoindole-1,3(2H)-dione), C(=S)N (thioformamide). Solvent: CCO (EtOH). Reaction conditions: temperature 0 celsius, time 8 hour. The product is S1C=NC(=C1)CN1C(C2=CC=CC=C2C1=O)=O (2-(1,3-thiazol-4-ylmethyl)-1H-isoindole-1,3(2H)-dione). RXN SMILES: CCOCC.Br[CH2:7][C:8](=O)[CH2:9][N:10]1[C:18](=[O:19])[C:17]2[C:12](=[CH:13][CH:14]=[CH:15][CH:16]=2)[C:11]1=[O:20].[CH:22]([NH2:24])=[S:23]>CCO>[S:23]1[CH:7]=[C:8]([CH2:9][N:10]2[C:18](=[O:19])[C:17]3[C:12](=[CH:13][CH:14]=[CH:15][CH:16]=3)[C:11]2=[O:20])[N:24]=[CH:22]1. Reported procedure: Ether (7.5 mL) was added to the above solution of 2-(3-bromo-2-oxopropyl)-1H-isoindole-1,3(2H)-dione and cooled to 0° C. in an ice/NaCl salt bath. Then thioformamide (European Journal of Medicinal Chemistry, 2004, 39, 867-872.) (1.20 g) in EtOH (8 mL) was added, and the reaction was stirred overnight. The solvents were evaporated and the reaction mixture was purified by RP-HPLC to provide 2-(1,3-thiazol-4-ylmethyl)-1H-isoindole-1,3(2H)-dione as a white solid. LCMS: (M+H)+=245.1.